This data is from the Open Reaction Database (ORD), a public repository of structured organic reaction records. The task is: describe an organic reaction: reactants, conditions, products, and yield Starting materials: FC(C(=O)C(F)(F)F)(F)F (hexafluoroacetone), C(C)C1=C(N=CO1)C1=CC=C(C=C1)SC (5-ethyl-4-(4-methylthiophenyl)oxazole), CN(CCN(C)C)C (tetramethylethylenediamine), C(CCC)[Li] (n-butyl lithium). Solvent: O1CCCC1 (tetrahydrofuran). Reaction conditions: temperature -78 celsius, time 1 hour. The product is C(C)C1=C(N=C(O1)C(O)(C(F)(F)F)C(F)(F)F)C1=CC=C(C=C1)SC (5-ethyl-4-(4-methylthiophenyl)-α,α-bis(trifluoromethyl)oxazole-2-methanol). The yield is 74.7%. Reaction SMILES: [CH2:1]([C:3]1[O:7][CH:6]=[N:5][C:4]=1[C:8]1[CH:13]=[CH:12][C:11]([S:14][CH3:15])=[CH:10][CH:9]=1)[CH3:2].CN(C)CCN(C)C.C([Li])CCC.[F:29][C:30]([F:38])([F:37])[C:31]([C:33]([F:36])([F:35])[F:34])=[O:32]>O1CCCC1>[CH2:1]([C:3]1[O:7][C:6]([C:31]([C:33]([F:36])([F:35])[F:34])([C:30]([F:38])([F:37])[F:29])[OH:32])=[N:5][C:4]=1[C:8]1[CH:13]=[CH:12][C:11]([S:14][CH3:15])=[CH:10][CH:9]=1)[CH3:2]. Procedure: To a solution of 2.50 g (11.4 mmol) of 5-ethyl-4-(4-methylthiophenyl)oxazole and 2.0 ml (13.3 mmol) of tetramethylethylenediamine in 50 ml of tetrahydrofuran at -78° C. was added dropwise 12.6 ml (20.2 mmol) of n-butyl lithium (1.6M in hexane). The resulting solution was stirred for 1 hour at -78° C., and then 3.5 ml (31 mmol) of hexafluoroacetone was added dropwise. The mixture was stirred for 1 hour at -78° C. and then quenched by the rapid addition of 30 ml of sodium bicarbonate solution. Aft...